From a dataset of the Open Reaction Database (ORD), a public repository of structured organic reaction records. describe an organic reaction: reactants, conditions, products, and yield The reactants are ClC1=CC=2C(N3C(N(C2C=C1)C)=CC(=N3)C(=O)N)=O (7-chloro-4,9-dihydro-4-methyl-9-oxo-pyrazolo[5,1-b]quinazoline-2-carboxamide), S(=O)(Cl)Cl (thionyl chloride). The solvent is CN(C=O)C (dimethylformamide). Reaction conditions: temperature 56 celsius. Product: ClC1=CC=2C(N3C(N(C2C=C1)C)=CC(=N3)C#N)=O (7-Chloro-4,9-dihydro-4-methyl-9-oxo-pyrazolo[5,1-b]-quinazoline-2-carbonitrile). Reaction SMILES: [Cl:1][C:2]1[CH:11]=[CH:10][C:9]2[N:8]([CH3:12])[C:7]3=[CH:13][C:14]([C:16]([NH2:18])=O)=[N:15][N:6]3[C:5](=[O:19])[C:4]=2[CH:3]=1.S(Cl)(Cl)=O>CN(C)C=O>[Cl:1][C:2]1[CH:11]=[CH:10][C:9]2[N:8]([CH3:12])[C:7]3=[CH:13][C:14]([C:16]#[N:18])=[N:15][N:6]3[C:5](=[O:19])[C:4]=2[CH:3]=1. Procedure details: A mixture of 3.0 g of 7-chloro-4,9-dihydro-4-methyl-9-oxo-pyrazolo[5,1-b]quinazoline-2-carboxamide, 1.6 ml of thionyl chloride and 35 ml of dimethylformamide is stirred and heated at 56° C. for 18 hrs, then evaporated at reduced pressure. The residue is stirred with 600 ml of water for 1 hour and the resulting solid 7-chloro-4,9-dihydro-4-methyl-9-oxo-pyrazolo[5,1-b]-quinazoline-2-carbonitrile is collected by filtration, washed with water and dried; mp 350° C., after crystallization from dimethy... The reactants are CCO, CCCCCCCCCCCNC(=N)NC(=N)NCc1ccc(OC)cc1, CC=O, Cl, Cl, Cl. Product: CCCCCCCCCCCNC1N=C(C)N=C(NCc2ccc(OC)cc2)N1, Cl. As a reaction SMILES: [CH3:34][CH2:35][OH:36].[CH3:7][O:8][c:9]1[cH:10][cH:11][c:12]([CH2:13][NH:14][C:15](=[NH:16])[NH:17][C:18](=[NH:19])[NH:20][CH2:21][CH2:22][CH2:23][CH2:24][CH2:25][CH2:26][CH2:27][CH2:28][CH2:29][CH2:30][CH3:31])[cH:32][cH:33]1.[CH:1]([CH3:2])=[O:3].[ClH:4].[ClH:5].[ClH:6]>>[C:1]1([CH3:2])=[N:19][CH:18]([NH:20][CH2:21][CH2:22][CH2:23][CH2:24][CH2:25][CH2:26][CH2:27][CH2:28][CH2:29][CH2:30][CH3:31])[NH:17][C:15]([NH:14][CH2:13][c:12]2[cH:11][cH:10][c:9]([O:8][CH3:7])[cH:33][cH:32]2)=[N:16]1.[ClH:4]. Reactants: BrC1=C(C2=C(N=C(C=C2N)C)S1)C (2-bromo-3,6-dimethylthieno[2,3-b]pyridin-4-amine), ClC=1C=C(C=CC1)S(=O)(=O)Cl (3-chlorobenzenesulfonyl chloride), CC(C)([O-])C.[Na+] (sodium tert-butoxide). Run in C1CCOC1 (THF). Reaction conditions: time 16 hour. Yields the product BrC1=C(C=2C(=NC(=CC2NS(=O)(=O)C2=CC(=CC=C2)Cl)C)S1)C (N-(2-Bromo-3,6-dimethylthieno[2,3-b]pyridin-4-yl)-3-chlorobenzenesulfonamide). The yield is 16.8%. As a reaction SMILES: [Br:1][C:2]1[S:12][C:5]2[N:6]=[C:7]([CH3:11])[CH:8]=[C:9]([NH2:10])[C:4]=2[C:3]=1[CH3:13].[Cl:14][C:15]1[CH:16]=[C:17]([S:21](Cl)(=[O:23])=[O:22])[CH:18]=[CH:19][CH:20]=1.CC(C)([O-])C.[Na+]>C1COCC1>[Br:1][C:2]1[S:12][C:5]2=[N:6][C:7]([CH3:11])=[CH:8][C:9]([NH:10][S:21]([C:17]3[CH:18]=[CH:19][CH:20]=[C:15]([Cl:14])[CH:16]=3)(=[O:23])=[O:22])=[C:4]2[C:3]=1[CH3:13] |f:2.3|. Procedure details: To a solution of 2-bromo-3,6-dimethylthieno[2,3-b]pyridin-4-amine (Description 62) (1.351 g, 5.25 mmol) in THF (10 mL) was added 3-chlorobenzenesulfonyl chloride (1.11 mL, 7.88 mmol), sodium tert-butoxide (1.262 g, 13.13 mmol) and the mixture stirred at RT for 16 h. The mixture was then evaporated to dryness and the resulting material taken-up in water (10 mL) and extracted with ethyl acetate (20 mL×3). The organics were then combined, dried (phase separation cartridge) and concentrated. Purific... Reactants: C(C)(C)(C)OC(NC1=NC=C(C=N1)C#CCCCN(C)C)=O ([5-(5-Dimethylamino-pent-1-ynyl)-pyrimidin-2-yl]-carbamic acid tert-butyl ester), C(=O)(C(F)(F)F)O (TFA). Solvent: C(Cl)Cl (CH2Cl2). Yields the product CN(CCCC#CC=1C=NC(=NC1)N)C (5-(5-Dimethylamino-pent-1-ynyl)-pyrimidin-2-ylamine). Yield: 94.8%. As a reaction SMILES: C(OC(=O)[NH:7][C:8]1[N:13]=[CH:12][C:11]([C:14]#[C:15][CH2:16][CH2:17][CH2:18][N:19]([CH3:21])[CH3:20])=[CH:10][N:9]=1)(C)(C)C.C(O)(C(F)(F)F)=O>C(Cl)Cl>[CH3:21][N:19]([CH3:20])[CH2:18][CH2:17][CH2:16][C:15]#[C:14][C:11]1[CH:10]=[N:9][C:8]([NH2:7])=[N:13][CH:12]=1. Procedure: A solution of 1.47 g (3.2 mmol) of [5-(5-Dimethylamino-pent-1-ynyl)-pyrimidin-2-yl]-carbamic acid tert-butyl ester in 16 ml CH2Cl2 was treated at 0° C. with 8 ml TFA (during 20 min). The solution was warmed up to room temperature during 1 h, concentrated and the residual oil was extracted with aqueous sat. NaHCO3 (+Na2CO3)(3×)/CH2Cl2(3×). The organic phases were washed with aqueous 10% NaCl solution, dried (Na2SO4) and evaporated to yield 0.62 g (95%) of 5-(5-Dimethylamino-pent-1-ynyl)-pyrimidin...